From a dataset of the Open Reaction Database (ORD), a public repository of structured organic reaction records. describe an organic reaction: reactants, conditions, products, and yield Starting materials: [BH4-].[Na+] (sodium borohydride), C(C1=CC=CC=C1)OC(=O)N[C@@H](CC1=CC=CC=C1)[C@@H]1[C@@H]([C@H](CC2=CC=CC=C2)NC(=O)OCC2=CC=CC=C2)O1 ((2S,3R,4R,5S)-2,5-bis-(N-(((benzyl)oxy)carbonyl)amino)-3,4-epoxy-1,6-diphenylhexane), FC(C(=O)O)(F)F (trifluoroacetic acid). Solvent: C1CCOC1 (THF). Reaction conditions: time 3.5 hour. Yields the product C(C1=CC=CC=C1)OC(=O)N[C@@H](CC1=CC=CC=C1)[C@H](C[C@H](CC1=CC=CC=C1)NC(=O)OCC1=CC=CC=C1)O ((2S,3S,5S)-2,5-Bis-(N-(((benzyl)oxy)carbonyl)amino)-1,6-diphenyl-3-hydroxyhexane). Yield: 58.1%. As a reaction SMILES: [CH2:1]([O:8][C:9]([NH:11][C@H:12]([C@H:20]1[O:41][C@@H:21]1[C@@H:22]([NH:30][C:31]([O:33][CH2:34][C:35]1[CH:40]=[CH:39][CH:38]=[CH:37][CH:36]=1)=[O:32])[CH2:23][C:24]1[CH:29]=[CH:28][CH:27]=[CH:26][CH:25]=1)[CH2:13][C:14]1[CH:19]=[CH:18][CH:17]=[CH:16][CH:15]=1)=[O:10])[C:2]1[CH:7]=[CH:6][CH:5]=[CH:4][CH:3]=1.[BH4-].[Na+].FC(F)(F)C(O)=O>C1COCC1>[CH2:1]([O:8][C:9]([NH:11][C@H:12]([C@@H:20]([OH:41])[CH2:21][C@@H:22]([NH:30][C:31]([O:33][CH2:34][C:35]1[CH:36]=[CH:37][CH:38]=[CH:39][CH:40]=1)=[O:32])[CH2:23][C:24]1[CH:25]=[CH:26][CH:27]=[CH:28][CH:29]=1)[CH2:13][C:14]1[CH:19]=[CH:18][CH:17]=[CH:16][CH:15]=1)=[O:10])[C:2]1[CH:3]=[CH:4][CH:5]=[CH:6][CH:7]=1 |f:1.2|. Reported procedure: A mixture of 39.2 g (71.2 mmol) of (2S,3R,4R,5S)-2,5-bis-(N-(((benzyl)oxy)carbonyl)amino)-3,4-epoxy-1,6-diphenylhexane in 600 ml of THF was treated under N2 atmosphere with 13 g (0.36 mol) of sodium borohydride. The resulting mixture was treated dropwise with 27.7 ml (0.36 mol) of trifluoroacetic acid. After being stirred for 3.5 h at ambient temperature, the resulting mixture was quenched with 1N aqueous HCl, diluted with water, and stirred for 16 h. The resulting mixture was filtered, washed w...